Dataset: the Open Reaction Database (ORD), a public repository of structured organic reaction records. Task: describe an organic reaction: reactants, conditions, products, and yield Reactants: O=C(O)c1cnn2c(C(F)(F)F)cc(-c3ccc(C(F)(F)F)cc3)nc12, CC(CO)(CO)NS(=O)(=O)c1cc(N)c(Cl)s1. Reaction SMILES: [F:1][C:2]([c:3]1[cH:4][c:5](-[c:15]2[cH:16][cH:17][c:18]([C:21]([F:22])([F:23])[F:24])[cH:19][cH:20]2)[n:6][c:7]2[n:8]1[n:9][cH:10][c:11]2[C:12](=[O:13])[OH:14])([F:25])[F:26].[OH:27][CH2:28][C:29]([CH3:30])([CH2:31][OH:32])[NH:33][S:34](=[O:35])(=[O:36])[c:37]1[s:38][c:39]([Cl:43])[c:40]([NH2:42])[cH:41]1>>[F:1][C:2]([c:3]1[cH:4][c:5](-[c:15]2[cH:16][cH:17][c:18]([C:21]([F:22])([F:23])[F:24])[cH:19][cH:20]2)[n:6][c:7]2[n:8]1[n:9][cH:10][c:11]2[C:12](=[O:13])[NH:42][c:40]1[c:39]([Cl:43])[s:38][c:37]([S:34]([NH:33][C:29]([CH2:28][OH:27])([CH3:30])[CH2:31][OH:32])(=[O:35])=[O:36])[cH:41]1)([F:25])[F:26]. Yields the product CC(CO)(CO)NS(=O)(=O)c1cc(NC(=O)c2cnn3c(C(F)(F)F)cc(-c4ccc(C(F)(F)F)cc4)nc23)c(Cl)s1. The reactants are [OH-].[Li+] (lithium hydroxide), COC(C1=C(C=CC=C1)NS(=O)(=O)C1=CC=C(C=C1)NC(CC1=CC=C(C=C1)OCC)=O)=O (2-{4-[2-(4-ethoxy-phenyl)-acetylamino]-benzenesulfonyl-amino}-benzoic acid methyl ester), Cl (HCl). Solvent: C1CCOC1 (THF). Reaction conditions: time 3 day. Yields the product C(C)OC1=CC=C(C=C1)CC(=O)NC1=CC=C(C=C1)S(=O)(=O)NC1=C(C(=O)O)C=CC=C1 (2-{4-[2-(4-ethoxy-phenyl)-acetylamino]benzenesulfonylamino}benzoic acid). RXN SMILES: C[O:2][C:3](=[O:33])[C:4]1[CH:9]=[CH:8][CH:7]=[CH:6][C:5]=1[NH:10][S:11]([C:14]1[CH:19]=[CH:18][C:17]([NH:20][C:21](=[O:32])[CH2:22][C:23]2[CH:28]=[CH:27][C:26]([O:29][CH2:30][CH3:31])=[CH:25][CH:24]=2)=[CH:16][CH:15]=1)(=[O:13])=[O:12].[OH-].[Li+].Cl>C1COCC1>[CH2:30]([O:29][C:26]1[CH:25]=[CH:24][C:23]([CH2:22][C:21]([NH:20][C:17]2[CH:18]=[CH:19][C:14]([S:11]([NH:10][C:5]3[CH:6]=[CH:7][CH:8]=[CH:9][C:4]=3[C:3]([OH:33])=[O:2])(=[O:13])=[O:12])=[CH:15][CH:16]=2)=[O:32])=[CH:28][CH:27]=1)[CH3:31] |f:1.2|. Procedure details: The title D compound, 2-{4-[2-(4-ethoxy-phenyl)-acetylamino]-benzenesulfonyl-amino}-benzoic acid methyl ester (189.1 mg, 0.356 mmol) is dissolved in 4 mL of THF and 1.07 mL of 1 N aqueous lithium hydroxide is added. The mixture is stirred at RT for 3 days and is then concentrated under a stream of nitrogen. The residue is taken up in warm water (20 mL) to give a clear solution. The solution is added slowly to 30 mL of 1 N aqueous HCl. The resulting precipitate is collected by filtration, washed ... Reactants: [Cl-].[NH4+] (ammonium chloride), ClC1=C(C=NC=C1)C(O)C=1SC=CC1 (1-(4-chloropyrid-3-yl)-1-(thien-2-yl)methanol), [H-].[Na+] (sodium hydride), CC(C(=O)Cl)(C)C (trimethylacetyl chloride). The yield is 69.2%. Procedure: 2.0 g of 1-(4-chloropyrid-3-yl)-1-(thien-2-yl)methanol were dissolved in 100 ml of THF and the solution was cooled to 0° C. 3.2 g of trimethylacetyl chloride were added followed by the portionwise addition of 1.0 g of sodium hydride (60%) over a period of 15 minutes. The reaction mixture was allowed to warm to room temperature and then stirred overnight. 100 ml of a saturated ammonium chloride solution were added, and then this mixture was extracted twice with ethyl ether. The combined ether ext... Product: ClC1=C(C=NC=C1)C(OC(C(C)(C)C)=O)C=1SC=CC1 (1-(4-chloropyrid-3-yl)-1-(thien-2-yl)-1-trimethylacetoxymethane). Conditions: temperature 0 celsius, time 8 hour. Solvent: C1CCOC1 (THF). As a reaction SMILES: [Cl:1][C:2]1[CH:7]=[CH:6][N:5]=[CH:4][C:3]=1[CH:8]([C:10]1[S:11][CH:12]=[CH:13][CH:14]=1)[OH:9].[CH3:15][C:16]([CH3:21])([CH3:20])[C:17](Cl)=[O:18].[H-].[Na+].[Cl-].[NH4+]>C1COCC1>[Cl:1][C:2]1[CH:7]=[CH:6][N:5]=[CH:4][C:3]=1[CH:8]([C:10]1[S:11][CH:12]=[CH:13][CH:14]=1)[O:9][C:17](=[O:18])[C:16]([CH3:21])([CH3:20])[CH3:15] |f:2.3,4.5|. The reactants are C(=O)([O-])[O-].[K+].[K+] (K2CO3), IC (iodomethane), O1CCOC2=C1C=CC(=C2)O (2,3-dihydro-benzo[1,4]dioxin-6-ol). Reagents/catalysts: [N+](CCCC)(CCCC)(CCCC)CCCC.[I-] (Bu4NI). Solvent: CN(C)C=O (DMF). The product is CC1COC2=C(O1)C=CC(=C2)OC (methyl 6-methoxy-2,3-dihydro-benzo[1,4]dioxine). The yield is 78.2%. Reaction SMILES: [C:1]([O-:4])([O-])=O.[K+].[K+].[O:7]1[C:12]2[CH:13]=[CH:14][C:15](O)=[CH:16][C:11]=2[O:10][CH2:9][CH2:8]1.I[CH3:19]>[N+](CCCC)(CCCC)(CCCC)CCCC.[I-].CN(C=O)C>[CH3:19][CH:9]1[O:10][C:11]2[CH:16]=[CH:15][C:14]([O:4][CH3:1])=[CH:13][C:12]=2[O:7][CH2:8]1 |f:0.1.2,5.6|. Procedure details: To a mixture of K2CO3 (47.54 g, 344 mmol) and Bu4NI (1.256 g, 3.4 mmol) in DMF was added 2,3-dihydro-benzo[1,4]dioxin-6-ol (26.2 g, 172 mmol) followed by iodomethane (16.1 ml, 258 mmol). After 16 hours the mixture was filtered. The solution was mixed with H2O and extracted with ethyl acetate. The combined organics were washed with brine, dried over MgSO4, filtered and concentrated in vacuo. Purification via flash chromatography (95:5 hexane/ethyl acetate) afforded methyl 6-methoxy-2,3-dihydro-be...